This data is from the Open Reaction Database (ORD), a public repository of structured organic reaction records. The task is: describe an organic reaction: reactants, conditions, products, and yield Starting materials: Cc1cc(C(=O)N2CCc3nc(C)n(Cc4ccccc4)c3-c3ccccc32)ccc1CNC(=O)C1CC1, C1=CCCCC1, CCO, [Pd]. Yields the product Cc1nc2c([nH]1)-c1ccccc1N(C(=O)c1ccc(CNC(=O)C3CC3)c(C)c1)CC2. As a reaction SMILES: [CH2:1]([c:2]1[cH:3][cH:4][cH:5][cH:6][cH:7]1)[n:8]1[c:9]([CH3:38])[n:10][c:11]2[c:17]1-[c:16]1[c:15]([cH:21][cH:20][cH:19][cH:18]1)[N:14]([C:22](=[O:23])[c:24]1[cH:25][c:26]([CH3:37])[c:27]([CH2:28][NH:29][C:30](=[O:31])[CH:32]3[CH2:33][CH2:34]3)[cH:35][cH:36]1)[CH2:13][CH2:12]2.[CH2:39]1[CH2:40][CH:41]=[CH:42][CH2:43][CH2:44]1.[CH3:45][CH2:46][OH:47].[Pd:48]>>[nH:8]1[c:9]([CH3:38])[n:10][c:11]2[c:17]1-[c:16]1[c:15]([cH:21][cH:20][cH:19][cH:18]1)[N:14]([C:22](=[O:23])[c:24]1[cH:25][c:26]([CH3:37])[c:27]([CH2:28][NH:29][C:30](=[O:31])[CH:32]3[CH2:33][CH2:34]3)[cH:35][cH:36]1)[CH2:13][CH2:12]2. Reactants: ClC1=CC=C(N)C=C1 (p-chloraniline), C1(CCCCC1)C=O (cyclohexane carboxaldehyde), OC1=CC=C(C=C1)CCC(CC(C(=O)OCC)=O)=O (ethyl 6-(4-hydroxyphenyl)-2,4-dioxohexanoate). The solvent is C(C)(=O)O (acetic acid). The product is ClC1=CC=C(C=C1)N1C(C(=C(C1C1CCCCC1)C(CCC1=CC=C(C=C1)O)=O)O)=O (1-(4-chlorophenyl)-5-cyclohexyl-3-hydroxy-4-[3-(4-hydroxyphenyl)propanoyl]-1,5-dihydro-2H-pyrrol-2-one). Reaction SMILES: [Cl:1][C:2]1[CH:8]=[CH:7][C:5]([NH2:6])=[CH:4][CH:3]=1.[CH:9]1([CH:15]=O)[CH2:14][CH2:13][CH2:12][CH2:11][CH2:10]1.[OH:17][C:18]1[CH:23]=[CH:22][C:21]([CH2:24][CH2:25][C:26](=[O:35])[CH2:27][C:28](=[O:34])[C:29]([O:31]CC)=O)=[CH:20][CH:19]=1>C(O)(=O)C>[Cl:1][C:2]1[CH:8]=[CH:7][C:5]([N:6]2[CH:15]([CH:9]3[CH2:14][CH2:13][CH2:12][CH2:11][CH2:10]3)[C:27]([C:26](=[O:35])[CH2:25][CH2:24][C:21]3[CH:20]=[CH:19][C:18]([OH:17])=[CH:23][CH:22]=3)=[C:28]([OH:34])[C:29]2=[O:31])=[CH:4][CH:3]=1. Procedure details: To a stirring solution of p-chloraniline (320 mg, 2.5 mmol) in 2.5 mL of acetic acid at room temperature, are added cyclohexane carboxaldehyde (0.30 mL, 2.5 mmol) and ethyl 6-(4-hydroxyphenyl)-2,4-dioxohexanoate (618 mg, 2.5 mmol). The reaction mixture is stirred at room temperature. After 30 minutes a white precipitate is formed. The solvent is removed under reduced pressure and the crude material recrystallized from a mixture of ether/methanol. The final compound is collected after filtration ...